Dataset: the Open Reaction Database (ORD), a public repository of structured organic reaction records. Task: describe an organic reaction: reactants, conditions, products, and yield Reactants: CC(=O)OC(C)=O, COc1cc(C=CC(=O)O)ccc1O, CCOC(C)=O, Cl, c1ccncc1. The product is COc1cc(C=CC(=O)O)ccc1OC(C)=O. Reaction SMILES: [CH3:15][C:16](=[O:17])[O:18][C:19](=[O:20])[CH3:21].[CH3:1][O:2][c:3]1[cH:4][c:5]([CH:6]=[CH:7][C:8]([OH:9])=[O:10])[cH:11][cH:12][c:13]1[OH:14].[CH3:23][CH2:24][O:25][C:26](=[O:27])[CH3:28].[ClH:22].[cH:29]1[cH:30][cH:31][n:32][cH:33][cH:34]1>>[CH3:1][O:2][c:3]1[cH:4][c:5]([CH:6]=[CH:7][C:8]([OH:9])=[O:10])[cH:11][cH:12][c:13]1[O:14][C:16]([CH3:15])=[O:17]. Starting materials: [H-].[Al+3].[Li+].[H-].[H-].[H-] (Lithium aluminium hydride), O1CCCC1 (tetrahydrofuran), C(C)(=O)OC1=CC=C(C=C1)C1=C(C(OC2=CC(=CC=C12)OC)=O)C1=CC=C(C=C1)F (4-(4-acetoxyphenyl)-3-(4-fluorophenyl)-7-methoxy-coumarin), Cl (hydrochloric acid). Run at time 30 minute. Reported procedure: Lithium aluminium hydride (0.76 g, 20.03 mmol) was added in small portions to a stirred tetrahydrofuran (150 ml) solution of 4-(4-acetoxyphenyl)-3-(4-fluorophenyl)-7-methoxy-coumarin (4.04 g, 9.99 mmol). After complete addition, the mixture was stirred at room temperature for 30 min., then treated dropwise with 6M hydrochloric acid (30 ml). The resulting mixture was heated to 60-65° C. for 3 h, cooled and diluted with water (100 ml) and ethyl acetate (50 ml). The aqueous layer was separated and ... Solvent: O (water), C(C)(=O)OCC (ethyl acetate). The product is FC1=CC=C(C=C1)C=1COC2=CC(=CC=C2C1C1=CC=C(C=C1)O)OC (3-(4-Fluorophenyl)-4-(4-hydroxyphenyl)-7-methoxy-chrom-3-ene). As a reaction SMILES: [H-].[Al+3].[Li+].[H-].[H-].[H-].O1CCCC1.C([O:15][C:16]1[CH:21]=[CH:20][C:19]([C:22]2[C:31]3[C:26](=[CH:27][C:28]([O:32][CH3:33])=[CH:29][CH:30]=3)[O:25][C:24](=O)[C:23]=2[C:35]2[CH:40]=[CH:39][C:38]([F:41])=[CH:37][CH:36]=2)=[CH:18][CH:17]=1)(=O)C.Cl>O.C(OCC)(=O)C>[F:41][C:38]1[CH:39]=[CH:40][C:35]([C:23]2[CH2:24][O:25][C:26]3[C:31]([C:22]=2[C:19]2[CH:20]=[CH:21][C:16]([OH:15])=[CH:17][CH:18]=2)=[CH:30][CH:29]=[C:28]([O:32][CH3:33])[CH:27]=3)=[CH:36][CH:37]=1 |f:0.1.2.3.4.5|.